This data is from the Open Reaction Database (ORD), a public repository of structured organic reaction records. The task is: describe an organic reaction: reactants, conditions, products, and yield The reactants are FC(C(C1=C2C=CN(C2=C(C=C1S(=O)(=O)C)C)S(=O)(=O)C1=CC=C(C)C=C1)(OC)C1=NC2=C(N1)C=CC(=C2)C#N)(F)F ((±)-2-(2,2,2-trifluoro-1-methoxy-1-(7-methyl-5-(methylsulfonyl)-1-tosyl-1H-indol-4-yl)ethyl)-1H-benzo[d]imidazole-5-carbonitrile), [O-]CC.[Na+] (sodium ethoxide). Solvent: CCO (EtOH). Reaction conditions: temperature 60 celsius. Yields the product FC(C(C1=C2C=CNC2=C(C=C1S(=O)(=O)C)C)(OC)C1=NC2=C(N1)C=CC(=C2)C#N)(F)F ((±)-2-(2,2,2-Trifluoro-1-methoxy-1-(7-methyl-5-(methylsulfonyl)-1H-indol-4-yl)ethyl)-1H-benzo[d]imidazole-5-carbonitrile). As a reaction SMILES: [F:1][C:2]([F:42])([F:41])[C:3]([C:30]1[NH:34][C:33]2[CH:35]=[CH:36][C:37]([C:39]#[N:40])=[CH:38][C:32]=2[N:31]=1)([O:28][CH3:29])[C:4]1[C:12]([S:13]([CH3:16])(=[O:15])=[O:14])=[CH:11][C:10]([CH3:17])=[C:9]2[C:5]=1[CH:6]=[CH:7][N:8]2S(C1C=CC(C)=CC=1)(=O)=O.[O-]CC.[Na+]>CCO>[F:42][C:2]([F:1])([F:41])[C:3]([C:30]1[NH:34][C:33]2[CH:35]=[CH:36][C:37]([C:39]#[N:40])=[CH:38][C:32]=2[N:31]=1)([O:28][CH3:29])[C:4]1[C:12]([S:13]([CH3:16])(=[O:15])=[O:14])=[CH:11][C:10]([CH3:17])=[C:9]2[C:5]=1[CH:6]=[CH:7][NH:8]2 |f:1.2|. Reported procedure: To (±)-2-(2,2,2-trifluoro-1-methoxy-1-(7-methyl-5-(methylsulfonyl)-1-tosyl-1H-indol-4-yl)ethyl)-1H-benzo[d]imidazole-5-carbonitrile (172 mg, 0.279 mmol) in EtOH (2.8 mL) was added sodium ethoxide (21% in EtOH, 2 mL, 5.58 mmol) and the mixture was stirred at 60° C. After 45 minutes the reaction was cooled to room temperature and purified directly by flash chromatography (0-100% EtOAc in heptanes) to provide the title compound. 1H NMR (400 MHz, DMSO-d6) δ ppm 12.84-13.00 (m, 1H) 11.59 (br. s., 1H)... Reactants: C([O-])([O-])=O.[K+].[K+] (potassium carbonate), ClC=1C=CC(=NC1)[C@](CC1=CC=CC=C1)(N)C1=CC(=CC(=C1)C(F)(F)F)F ((R)-1-(5-chloropyridin-2-yl)-1-(3-fluoro-5-(trifluoromethyl)phenyl)-2-phenylethanamine), ClCCCl (DCE), C(OCC=C)(=O)Cl (allyl carbonochloridate). Conditions: time 18 hour. Yields the product ClC=1C=CC(=NC1)[C@@](CC1=CC=CC=C1)(C1=CC(=CC(=C1)C(F)(F)F)F)NC(OCC=C)=O ((R)-allyl 1-(5-chloropyridin-2-yl)-1-(3-fluoro-5-(trifluoromethyl)phenyl)-2-phenylethylcarbamate), oil. The yield is 33.0%. As a reaction SMILES: [Cl:1][C:2]1[CH:3]=[CH:4][C:5]([C@@:8]([C:17]2[CH:22]=[C:21]([C:23]([F:26])([F:25])[F:24])[CH:20]=[C:19]([F:27])[CH:18]=2)([NH2:16])[CH2:9][C:10]2[CH:15]=[CH:14][CH:13]=[CH:12][CH:11]=2)=[N:6][CH:7]=1.ClCCCl.C(=O)([O-])[O-].[K+].[K+].[C:38](Cl)(=[O:43])[O:39][CH2:40][CH:41]=[CH2:42]>>[Cl:1][C:2]1[CH:3]=[CH:4][C:5]([C@:8]([NH:16][C:38](=[O:43])[O:39][CH2:40][CH:41]=[CH2:42])([C:17]2[CH:22]=[C:21]([C:23]([F:26])([F:24])[F:25])[CH:20]=[C:19]([F:27])[CH:18]=2)[CH2:9][C:10]2[CH:11]=[CH:12][CH:13]=[CH:14][CH:15]=2)=[N:6][CH:7]=1 |f:2.3.4|. Procedure: (R)-1-(5-chloropyridin-2-yl)-1-(3-fluoro-5-(trifluoromethyl)phenyl)-2-phenylethanamine was dissolved in DCE (400 uL, 0.1 M in DCE, 40 umol) and potassium carbonate added (100 mg, 723 umol, 18 eq), followed by allyl carbonochloridate (400 uL, 0.2 M in DCE, 80 umol, 2.0 eq). The reaction mixture was agitated at room temperature for 18 h and then filtered and rinsed with DCE (2×250 uL). The combined filtrate was evaporated and the residue was redissolved in 1 mL of MeOH and purified by reverse phas... Reactants: C(C)N(C(C)=O)CC1=C(C=CC(=C1)C(F)(F)F)B1OC(C(O1)(C)C)(C)C (N-ethyl-N-[2-(4,4,5,5-tetramethyl-[1,3,2]dioxaborolan-2-yl)-5-trifluoromethyl-benzyl]-acetamide), COC(CC1=CC(=CC(=C1)Cl)Br)=O ((3-bromo-5-chloro-phenyl)-acetic acid methyl ester). Yields the product COC(CC=1C=C(C=C(C1)Cl)C1=C(C=C(C=C1)C(F)(F)F)CN(CC)C(C)=O)=O ({2′-[(Acetyl-ethyl-amino)-methyl]-5-chloro-4′-trifluoromethyl-biphenyl-3-yl}-acetic acid methyl ester). As a reaction SMILES: [CH2:1]([N:3]([CH2:7][C:8]1[CH:13]=[C:12]([C:14]([F:17])([F:16])[F:15])[CH:11]=[CH:10][C:9]=1B1OC(C)(C)C(C)(C)O1)[C:4](=[O:6])[CH3:5])[CH3:2].[CH3:27][O:28][C:29](=[O:39])[CH2:30][C:31]1[CH:36]=[C:35]([Cl:37])[CH:34]=[C:33](Br)[CH:32]=1>>[CH3:27][O:28][C:29](=[O:39])[CH2:30][C:31]1[CH:32]=[C:33]([C:9]2[CH:10]=[CH:11][C:12]([C:14]([F:15])([F:16])[F:17])=[CH:13][C:8]=2[CH2:7][N:3]([C:4](=[O:6])[CH3:5])[CH2:1][CH3:2])[CH:34]=[C:35]([Cl:37])[CH:36]=1. Procedure details: Prepared according to the procedure described in Example 1, Step 4, using the following starting materials: N-ethyl-N-[2-(4,4,5,5-tetramethyl-[1,3,2]dioxaborolan-2-yl)-5-trifluoromethyl-benzyl]-acetamide and (3-bromo-5-chloro-phenyl)-acetic acid methyl ester. Starting materials: [Li]CCCC, [Cl-], [Cl-], C[Si](C)(C)CCOCn1nc(C=Cc2ccccc2)c2ccc(I)cc21, C=C(OS(=O)(=O)C(F)(F)F)c1cccc([N+](=O)[O-])c1, [Zn+2], c1ccc(P(c2ccccc2)(c2ccccc2)[Pd](P(c2ccccc2)(c2ccccc2)c2ccccc2)(P(c2ccccc2)(c2ccccc2)c2ccccc2)P(c2ccccc2)(c2ccccc2)c2ccccc2)cc1. Product: C=C(c1cccc([N+](=O)[O-])c1)c1ccc2c(C=Cc3ccccc3)nn(COCC[Si](C)(C)C)c2c1. Reaction SMILES: [CH2:27]([Li:28])[CH2:29][CH2:30][CH3:31].[Cl-:51].[Cl-:53].[I:1][c:2]1[cH:3][cH:4][c:5]2[c:6]([CH:19]=[CH:20][c:21]3[cH:22][cH:23][cH:24][cH:25][cH:26]3)[n:7][n:8]([CH2:11][O:12][CH2:13][CH2:14][Si:15]([CH3:16])([CH3:17])[CH3:18])[c:9]2[cH:10]1.[N+:32](=[O:33])([O-:34])[c:35]1[cH:36][c:37]([C:41](=[CH2:42])[O:43][S:44]([C:45]([F:46])([F:47])[F:48])(=[O:49])=[O:50])[cH:38][cH:39][cH:40]1.[Zn+2:52].[cH:54]1[cH:55][cH:56][c:57]([P:58]([Pd:59]([P:60]([c:61]2[cH:62][cH:63][cH:64][cH:65][cH:66]2)([c:67]2[cH:68][cH:69][cH:70][cH:71][cH:72]2)[c:73]2[cH:74][cH:75][cH:76][cH:77][cH:78]2)([P:79]([c:80]2[cH:81][cH:82][cH:83][cH:84][cH:85]2)([c:86]2[cH:87][cH:88][cH:89][cH:90][cH:91]2)[c:92]2[cH:93][cH:94][cH:95][cH:96][cH:97]2)[P:98]([c:99]2[cH:100][cH:101][cH:102][cH:103][cH:104]2)([c:105]2[cH:106][cH:107][cH:108][cH:109][cH:110]2)[c:111]2[cH:112][cH:113][cH:114][cH:115][cH:116]2)([c:117]2[cH:118][cH:119][cH:120][cH:121][cH:122]2)[c:123]2[cH:124][cH:125][cH:126][cH:127][cH:128]2)[cH:129][cH:130]1>>[c:2]1([C:41]([c:37]2[cH:36][c:35]([N+:32](=[O:33])[O-:34])[cH:40][cH:39][cH:38]2)=[CH2:42])[cH:3][cH:4][c:5]2[c:6]([CH:19]=[CH:20][c:21]3[cH:22][cH:23][cH:24][cH:25][cH:26]3)[n:7][n:8]([CH2:11][O:12][CH2:13][CH2:14][Si:15]([CH3:16])([CH3:17])[CH3:18])[c:9]2[cH:10]1. The reactants are CC(=O)OC(C(=O)N1C(Cc2ccccc2)COC1(C)C)c1ccc(-c2ccc(-c3ccccc3)cc2)o1, CC1(C)OCC(Cc2ccccc2)N1C(=O)Cc1ccn(-c2ccc(-c3ccccc3)cc2)c1. The product is CC1(C)OCC(Cc2ccccc2)N1C(=O)Cc1ccc(-c2ccc(-c3ccccc3)cc2)o1. RXN SMILES: [C:35]([O:36][CH:39]([C:40](=[O:41])[N:42]1[C:43]([CH3:54])([CH3:55])[O:44][CH2:45][CH:46]1[CH2:47][c:48]1[cH:49][cH:50][cH:51][cH:52][cH:53]1)[c:56]1[cH:57][cH:58][c:59](-[c:61]2[cH:62][cH:63][c:64](-[c:67]3[cH:68][cH:69][cH:70][cH:71][cH:72]3)[cH:65][cH:66]2)[o:60]1)(=[O:37])[CH3:38].[CH2:1]([CH:2]1[CH2:3][O:4][C:5]([CH3:6])([CH3:7])[N:8]1[C:9](=[O:10])[CH2:11][c:12]1[cH:13][cH:14][n:15](-[c:16]2[cH:17][cH:18][c:19](-[c:20]3[cH:21][cH:22][cH:23][cH:24][cH:25]3)[cH:26][cH:27]2)[cH:28]1)[c:29]1[cH:30][cH:31][cH:32][cH:33][cH:34]1>>[CH2:39]([C:40](=[O:41])[N:42]1[C:43]([CH3:54])([CH3:55])[O:44][CH2:45][CH:46]1[CH2:47][c:48]1[cH:49][cH:50][cH:51][cH:52][cH:53]1)[c:56]1[cH:57][cH:58][c:59](-[c:61]2[cH:62][cH:63][c:64](-[c:67]3[cH:68][cH:69][cH:70][cH:71][cH:72]3)[cH:65][cH:66]2)[o:60]1. Reactants: CC1=C(C=C(C=C1)C=1OC(=NN1)C)C1=CC=C(C=C1)C(=O)O (2′-Methyl-5′-(5-methyl-1,3,4-oxadiazol-2-yl)-1,1′-biphenyl-4-carboxylic acid), C=1C=CC2=C(C1)N=NN2O (HOBT), Cl.CN(CCCN=C=NCC)C (1-(3-dimethylaminopropyl)-3-ethyl carbodiimide hydrochloride), C1(=CC=CC=C1)C(CN)C (2-phenylpropylamine). The solvent is CN(C)C=O (DMF). Run at time 18 hour. Product: CC1=C(C=C(C=C1)C=1OC(=NN1)C)C1=CC=C(C=C1)C(=O)NCC(C)C1=CC=CC=C1 (2′-methyl-5′-(5-methyl-1,3,4-oxadiazol-2-yl)-N-(2-phenylpropyl)-1,1′-biphenyl-4-carboxamide). As a reaction SMILES: [CH3:1][C:2]1[CH:7]=[CH:6][C:5]([C:8]2[O:9][C:10]([CH3:13])=[N:11][N:12]=2)=[CH:4][C:3]=1[C:14]1[CH:19]=[CH:18][C:17]([C:20](O)=[O:21])=[CH:16][CH:15]=1.C1C=CC2N(O)N=NC=2C=1.Cl.CN(C)CCCN=C=NCC.[C:45]1([CH:51]([CH3:54])[CH2:52][NH2:53])[CH:50]=[CH:49][CH:48]=[CH:47][CH:46]=1>CN(C=O)C>[CH3:1][C:2]1[CH:7]=[CH:6][C:5]([C:8]2[O:9][C:10]([CH3:13])=[N:11][N:12]=2)=[CH:4][C:3]=1[C:14]1[CH:19]=[CH:18][C:17]([C:20]([NH:53][CH2:52][CH:51]([C:45]2[CH:50]=[CH:49][CH:48]=[CH:47][CH:46]=2)[CH3:54])=[O:21])=[CH:16][CH:15]=1 |f:2.3|. Reported procedure: 2′-Methyl-5′-(5-methyl-1,3,4-oxadiazol-2-yl)-1,1′-biphenyl-4-carboxylic acid (11.3 mg, 0.034 mmol), HOBT (6.0 mg, 0.044 mmol), 1-(3-dimethylaminopropyl)-3-ethyl carbodiimide hydrochloride (8.0 mg, 0.042 mmol) and 2-phenylpropylamine (0.34 mmol) were mixed in DMF (0.7 ml) and the reaction left at room temperature for 18 h. The DMF was evaporated under vacuum and the residue partitioned between DCM (0.4 ml) and water (0.4 ml). The organic phase was washed with aqueous sodium hydroxide (0.5M, 0.2 m...